Dataset: the Open Reaction Database (ORD), a public repository of structured organic reaction records. Task: describe an organic reaction: reactants, conditions, products, and yield The reactants are FC(C1=CC=C(C=C1)C(C)=O)(F)F (4′-(trifluoromethyl)acetophenone), solution, C1(CC1)[Mg]Br (cyclopropylmagnesium bromide), C1(CC1)C(C)(O)C1=CC=C(C=C1)Cl (1-Cyclopropyl-1-(4-chlorophenyl)ethanol). The solvent is O1CCCC1 (tetrahydrofuran). Product: C1(CC1)C(C)(O)C1=CC=C(C=C1)C(F)(F)F (1-Cyclopropyl-1-[4-(trifluoromethyl)phenyl]ethanol). Reaction SMILES: [F:1][C:2]([F:13])([F:12])[C:3]1[CH:8]=[CH:7][C:6]([C:9](=[O:11])[CH3:10])=[CH:5][CH:4]=1.[CH:14]1([Mg]Br)[CH2:16][CH2:15]1.C1(C(C2C=CC(Cl)=CC=2)(O)C)CC1>O1CCCC1>[CH:14]1([C:9]([C:6]2[CH:5]=[CH:4][C:3]([C:2]([F:1])([F:12])[F:13])=[CH:8][CH:7]=2)([OH:11])[CH3:10])[CH2:16][CH2:15]1. Reported procedure: The title compound was prepared starting from 1.50 g (7.97 mmol) of 4′-(trifluoromethyl)acetophenone and 31.9 ml (15.95 mmol) of a 0.5N solution of cyclopropylmagnesium bromide in tetrahydrofuran in analogy to the synthesis of the compound from Example 138A. 1.27 g (69% of theory) of the title compound were obtained. Reported procedure: A mixture of 3-(4-tert-butoxycarbonyl-1-piperazinyl)-2(1H)-pyrazinone (0.83 g, 3.0 mmol; from Example 48, Step 1) and t-BuOK (497 mg, 4.4 mmol) in THF (5 mL) was stirred for 10 min, and then added to methanesulfonic acid 3-(2,4,5-trifluoro-phenoxy)-propyl ester (0.80 g, 3.0 mmol; from Step 2) in THF (50 mL). After being stirred at room temperature for 1 day, HPLC showed about 20% conversion. After 6 days, the reaction was worked up: water was added, THF was evaporated and the aqueous mixture was... Reaction SMILES: [C:1]([O:5][C:6]([N:8]1[CH2:13][CH2:12][N:11]([C:14]2[C:15](=[O:20])[NH:16][CH:17]=[CH:18][N:19]=2)[CH2:10][CH2:9]1)=[O:7])([CH3:4])([CH3:3])[CH3:2].CC([O-])(C)C.[K+].[F:27][C:28]1[CH:42]=[C:41]([F:43])[C:40]([F:44])=[CH:39][C:29]=1[O:30][CH2:31][CH2:32][CH2:33]OS(C)(=O)=O.O>C1COCC1>[F:27][C:28]1[CH:42]=[C:41]([F:43])[C:40]([F:44])=[CH:39][C:29]=1[O:30][CH2:31][CH2:32][CH2:33][N:16]1[CH:17]=[CH:18][N:19]=[C:14]([N:11]2[CH2:10][CH2:9][N:8]([C:6]([O:5][C:1]([CH3:4])([CH3:2])[CH3:3])=[O:7])[CH2:13][CH2:12]2)[C:15]1=[O:20] |f:1.2|. The solvent is C1CCOC1 (THF), C1CCOC1 (THF). Run at time 10 minute. Starting materials: FC1=C(OCCCOS(=O)(=O)C)C=C(C(=C1)F)F (methanesulfonic acid 3-(2,4,5-trifluoro-phenoxy)-propyl ester), O (water), C(C)(C)(C)OC(=O)N1CCN(CC1)C=1C(NC=CN1)=O (3-(4-tert-butoxycarbonyl-1-piperazinyl)-2(1H)-pyrazinone), CC(C)(C)[O-].[K+] (t-BuOK). The product is FC1=C(OCCCN2C(C(=NC=C2)N2CCN(CC2)C(=O)OC(C)(C)C)=O)C=C(C(=C1)F)F (tert-Butyl 4-{4-[3-(2,4,5-trifluorophenoxy)propyl]-3-oxo-3,4-dihydro-2-pyrazinyl}-1-piperazinecarboxylate). The reactants are BrCCCC (bromobutane), [H-].[Na+] (sodium hydride), C(C)(=O)N1N=CC(NC1=O)=O (2-acetyl-3,5-dioxo-(2H,4H)-1,2,4-triazine). The solvent is CN(C)C=O (DMF), CN(C)C=O (DMF). Run at time 2 hour. The product is C(CCC)N1C(NN=CC1=O)=O (4-butyl-3,5-dioxo-(2H,4H)-1,2,4-triazine). Yield: 51.5%. RXN SMILES: [H-].[Na+].C([N:6]1[C:11](=[O:12])[NH:10][C:9](=[O:13])[CH:8]=[N:7]1)(=O)C.Br[CH2:15][CH2:16][CH2:17][CH3:18]>CN(C=O)C>[CH2:15]([N:10]1[C:9](=[O:13])[CH:8]=[N:7][NH:6][C:11]1=[O:12])[CH2:16][CH2:17][CH3:18] |f:0.1|. Reported procedure: To a 50% sodium hydride suspension (4.8 g) in DMF (100 ml), compound 11a (15.5 g) dissolved in DMF (200 ml) is added drop by drop, maintaining the temperature at room temperature. After agitation for 2 hours, bromobutane (20 g) is added and the agitation continued for 12 hours. The reaction mixture is concentrated to dryness under vacuum at 60° C., taken up in water, and then extracted with methylene chloride. After concentration to dryness under vacuum, the oil is taken up in ethanol (100 ml), ... Starting materials: FC=1C=C(OC2=CC=C(OCCO)C=C2)C=C(C1)F (2-[4-(3,5-difluorophenoxy)phenoxy]ethanol), P(Br)(Br)Br (phosphorus tribromide). Solvent: CCCCCC (n-hexane). Conditions: time 30 minute. The product is FC=1C=C(OC2=CC=C(OCCBr)C=C2)C=C(C1)F (2-[4-(3,5-difluorophenoxy)phenoxy]ethyl bromide). The yield is 105.7%. Reaction SMILES: [F:1][C:2]1[CH:3]=[C:4]([CH:16]=[C:17]([F:19])[CH:18]=1)[O:5][C:6]1[CH:15]=[CH:14][C:9]([O:10][CH2:11][CH2:12]O)=[CH:8][CH:7]=1.P(Br)(Br)[Br:21]>CCCCCC>[F:1][C:2]1[CH:3]=[C:4]([CH:16]=[C:17]([F:19])[CH:18]=1)[O:5][C:6]1[CH:15]=[CH:14][C:9]([O:10][CH2:11][CH2:12][Br:21])=[CH:8][CH:7]=1. Procedure: To a mixture of 2-[4-(3,5-difluorophenoxy)phenoxy]ethanol (1.00 g, 3.76 mmol) and n-hexane (50 ml), phosphorus tribromide (0.71 g, 2.63 mmol) was gradually added with stirring under ice-cooling. After completion of the addition, the temperature was elevated to room temperature and stirring was continued at the same temperature for 30 minutes, followed by stirring under reflux for 1 hour. After allowed to cool, the upper n-hexane layer was collected by decantation, and the n-hexane layer was wash...